This data is from the Open Reaction Database (ORD), a public repository of structured organic reaction records. The task is: describe an organic reaction: reactants, conditions, products, and yield Reactants: C(C1=CC=CC=C1)OC1=C(C(=NC2=CC=CC=C12)COC1=CC(=CC=C1)OCC1CCOCC1)C (4-(benzyloxy)-3-methyl-2-{[3-(tetrahydro-2H-pyran-4-ylmethoxy)phenoxy]methyl}quinoline). The reagents and catalysts are [Pd] (palladium-activated carbon). Solvent: C(C)O.C1CCOC1 (ethanol THF). Conditions: time 1 hour. Product: CC1=C(NC2=CC=CC=C2C1=O)COC1=CC(=CC=C1)OCC1CCOCC1 (3-methyl-2-{[3-(tetrahydro-2H-pyran-4-ylmethoxy)phenoxy]methyl}quinolin-4(1H)-one). Yield: 77.6%. RXN SMILES: C([O:8][C:9]1[C:18]2[C:13](=[CH:14][CH:15]=[CH:16][CH:17]=2)[N:12]=[C:11]([CH2:19][O:20][C:21]2[CH:26]=[CH:25][CH:24]=[C:23]([O:27][CH2:28][CH:29]3[CH2:34][CH2:33][O:32][CH2:31][CH2:30]3)[CH:22]=2)[C:10]=1[CH3:35])C1C=CC=CC=1>C(O)C.C1COCC1.[Pd]>[CH3:35][C:10]1[C:9](=[O:8])[C:18]2[C:13](=[CH:14][CH:15]=[CH:16][CH:17]=2)[NH:12][C:11]=1[CH2:19][O:20][C:21]1[CH:26]=[CH:25][CH:24]=[C:23]([O:27][CH2:28][CH:29]2[CH2:34][CH2:33][O:32][CH2:31][CH2:30]2)[CH:22]=1 |f:1.2|. Reported procedure: To a solution of 4-(benzyloxy)-3-methyl-2-{[3-(tetrahydro-2H-pyran-4-ylmethoxy)phenoxy]methyl}quinoline (330 mg) in ethanol-THF (1:1, 10 mL) was added 10% palladium-activated carbon (80 mg), and the mixture was stirred at room temperature under hydrogen atmosphere for 1 hour. The catalyst was removed by filtration, and then the solvent was evaporated under reduced pressure. The residue was purified by silica gel column chromatography (eluent: chloroform/methanol=10/1) to obtain 3-methyl-2-{[3-(t...